Dataset: the Open Reaction Database (ORD), a public repository of structured organic reaction records. Task: describe an organic reaction: reactants, conditions, products, and yield The reactants are CN1CCN(Cc2ccc(C(=O)Cl)cc2C(F)(F)F)CC1, CN(C)c1ccncc1, CC#N, CCN(C(C)C)C(C)C, Cl, Cl, Cc1ccc(N)cc1N. Product: Cc1ccc(NC(=O)c2ccc(CN3CCN(C)CC3)c(C(F)(F)F)c2)cc1N. RXN SMILES: [CH3:21][N:22]1[CH2:23][CH2:24][N:25]([CH2:28][c:29]2[c:30]([C:38]([F:39])([F:40])[F:41])[cH:31][c:32]([C:33](=[O:34])[Cl:35])[cH:36][cH:37]2)[CH2:26][CH2:27]1.[CH3:42][N:43]([CH3:44])[c:45]1[cH:46][cH:47][n:48][cH:49][cH:50]1.[CH3:51][C:52]#[N:53].[CH:10]([N:11]([CH:12]([CH3:13])[CH3:14])[CH2:15][CH3:16])([CH3:17])[CH3:18].[ClH:19].[ClH:20].[NH2:1][c:2]1[c:3]([CH3:9])[cH:4][cH:5][c:6]([NH2:8])[cH:7]1>>[NH2:1][c:2]1[c:3]([CH3:9])[cH:4][cH:5][c:6]([NH:8][C:33]([c:32]2[cH:31][c:30]([C:38]([F:39])([F:40])[F:41])[c:29]([CH2:28][N:25]3[CH2:24][CH2:23][N:22]([CH3:21])[CH2:27][CH2:26]3)[cH:37][cH:36]2)=[O:34])[cH:7]1. Starting materials: [Br-], CCCCCC[Mg+], CCOC(C)=O, [Cl-], O=Cc1ccc(-c2ccc(C(F)(F)F)cc2)cc1, [Na+], C1CCOC1, O. Yields the product CCCCCCC(O)c1ccc(-c2ccc(C(F)(F)F)cc2)cc1. Reaction SMILES: [Br-:1].[CH2:2]([CH2:3][CH2:4][CH2:5][CH2:6][CH3:7])[Mg+:8].[CH3:35][CH2:36][O:37][C:38](=[O:39])[CH3:40].[Cl-:29].[F:9][C:10]([c:11]1[cH:12][cH:13][c:14](-[c:17]2[cH:18][cH:19][c:20]([CH:23]=[O:24])[cH:21][cH:22]2)[cH:15][cH:16]1)([F:25])[F:26].[Na+:28].[O:30]1[CH2:31][CH2:32][CH2:33][CH2:34]1.[OH2:27]>>[CH2:2]([CH2:3][CH2:4][CH2:5][CH2:6][CH3:7])[CH:23]([c:20]1[cH:19][cH:18][c:17](-[c:14]2[cH:13][cH:12][c:11]([C:10]([F:9])([F:25])[F:26])[cH:16][cH:15]2)[cH:22][cH:21]1)[OH:24]. Product: N#CCC(c1ncc(-c2ncnc3[nH]ccc23)o1)C1CCCC1. As a reaction SMILES: [CH:1]1([CH:6]([CH2:7][C:8]#[N:9])[c:10]2[o:11][c:12](-[c:15]3[c:16]4[c:17]([n:18][cH:19][n:20]3)[n:21]([CH2:24][O:25][CH2:26][CH2:27][Si:28]([CH3:29])([CH3:30])[CH3:31])[cH:22][cH:23]4)[cH:13][n:14]2)[CH2:2][CH2:3][CH2:4][CH2:5]1.[Cl:39][CH2:40][Cl:41].[F:32][C:33]([F:34])([F:35])[C:36]([OH:37])=[O:38]>>[CH:1]1([CH:6]([CH2:7][C:8]#[N:9])[c:10]2[o:11][c:12](-[c:15]3[c:16]4[c:17]([n:18][cH:19][n:20]3)[nH:21][cH:22][cH:23]4)[cH:13][n:14]2)[CH2:2][CH2:3][CH2:4][CH2:5]1. Starting materials: C[Si](C)(C)CCOCn1ccc2c(-c3cnc(C(CC#N)C4CCCC4)o3)ncnc21, ClCCl, O=C(O)C(F)(F)F. The reactants are BrBr (bromine), FC1=C(C=CC=C1)C(C)=O (1-(2-Fluoro-phenyl)-ethanone), C(=O)N (formamide), [OH-].[Na+] (sodium hydroxide), BrBr (Bromine). The solvent is O (water). Conditions: temperature 60 celsius. Product: FC1=C(C=CC=C1)C=1N=COC1 (4-(2-Fluoro-phenyl)-oxazole). Yield: 21.9%. Reaction SMILES: [F:1][C:2]1[CH:7]=[CH:6][CH:5]=[CH:4][C:3]=1[C:8](=O)[CH3:9].[CH:11]([NH2:13])=[O:12].BrBr.[OH-].[Na+]>O>[F:1][C:2]1[CH:7]=[CH:6][CH:5]=[CH:4][C:3]=1[C:8]1[N:13]=[CH:11][O:12][CH:9]=1 |f:3.4|. Procedure: 1-(2-Fluoro-phenyl)-ethanone (2.24 g, 16.23 mmol) and formamide (3.9 mL 97.4 mmol) were added to a flame-dried flask, stirred, and heated to 60° C. Bromine (832 μL, 16.23 mmol) was added dropwise. Upon completion of the bromine addition, the reaction was stirred for 30 minutes, and then the temperature was increased to 125° C. After 3.5 hour further stirring, the reaction mixture was cooled and diluted with 100 mL water. 1N sodium hydroxide was added to increase the pH to about 10. The aqueous l... Reactants: O=C([O-])O, Cc1ccc(S(=O)(=O)Oc2cc(=O)n(C)c3c2c(=O)n(C2CC2)c(=O)n3-c2cccc([N+](=O)[O-])c2)cc1, [Cl-], [Na+], C1CCOC1, O, O. Product: Cc1ccc(S(=O)(=O)Oc2cc(=O)n(C)c3c2c(=O)n(C2CC2)c(=O)n3-c2cccc(N)c2)cc1. Reaction SMILES: [C:41](=[O:42])([O-:43])[OH:44].[CH:1]1([n:4]2[c:5](=[O:37])[n:6](-[c:28]3[cH:29][c:30]([N+:34]([O-:35])=[O:36])[cH:31][cH:32][cH:33]3)[c:7]3[c:8]([c:9]2=[O:10])[c:11]([O:17][S:18](=[O:19])(=[O:20])[c:21]2[cH:22][cH:23][c:24]([CH3:27])[cH:25][cH:26]2)[cH:12][c:13](=[O:16])[n:14]3[CH3:15])[CH2:2][CH2:3]1.[Cl-:40].[Na+:45].[O:46]1[CH2:47][CH2:48][CH2:49][CH2:50]1.[OH2:38].[OH2:39]>>[CH:1]1([n:4]2[c:5](=[O:37])[n:6](-[c:28]3[cH:29][c:30]([NH2:34])[cH:31][cH:32][cH:33]3)[c:7]3[c:8]([c:9]2=[O:10])[c:11]([O:17][S:18](=[O:19])(=[O:20])[c:21]2[cH:22][cH:23][c:24]([CH3:27])[cH:25][cH:26]2)[cH:12][c:13](=[O:16])[n:14]3[CH3:15])[CH2:2][CH2:3]1. The reactants are Cl.Cl.COC([C@H](CC1=CC=C(C=C1)OC1=C(C(=NC=C1)C)C)NC(=O)[C@H]1NCC=2C=C3C(=CC2C1)OC[C@@H](O3)C3=CC=C(C=C3)OCC3=CC(=C(C=C3)Cl)Cl)=O ((S)-2-({(3S,8S)-3-[4-(3,4-Dichloro-benzyloxy)-phenyl]-2,3,6,7,8,9-hexahydro-[1,4]dioxino[2,3-g]isoquinoline-8-carbonyl}-amino)-3-[4-(2,3-dimethyl-pyridin-4-yloxy)-phenyl]-propionic acid methyl ester bis hydrochloride), COC1=CC=CC(=N1)C=O (6-methoxy-pyridine-2-carbaldehyde), aldehyde. Yields the product ClC=1C=C(COC2=CC=C(C=C2)[C@@H]2OC=3C(=CC=4C[C@H](N(CC4C3)CC3=NC(=CC=C3)OC)C(=O)N[C@H](C(=O)O)CC3=CC=C(C=C3)OC3=C(C(=NC=C3)C)C)OC2)C=CC1Cl ((S)-2-{[(3S,8S)-3-[4-(3,4-Dichloro-benzyloxy)-phenyl]-7-(6-methoxy-pyridin-2-ylmethyl)-2,3,6,7,8,9-hexahydro-[1,4]dioxino[2,3-g]isoquinoline-8-carbonyl]-amino}-3-[4-(2,3-dimethyl-pyridin-4-yloxy)-phenyl]-propionic acid). RXN SMILES: Cl.Cl.C[O:4][C:5](=[O:56])[C@@H:6]([NH:23][C:24]([C@@H:26]1[CH2:35][C:34]2[CH:33]=[C:32]3[O:36][CH2:37][C@H:38]([C:40]4[CH:45]=[CH:44][C:43]([O:46][CH2:47][C:48]5[CH:53]=[CH:52][C:51]([Cl:54])=[C:50]([Cl:55])[CH:49]=5)=[CH:42][CH:41]=4)[O:39][C:31]3=[CH:30][C:29]=2[CH2:28][NH:27]1)=[O:25])[CH2:7][C:8]1[CH:13]=[CH:12][C:11]([O:14][C:15]2[CH:20]=[CH:19][N:18]=[C:17]([CH3:21])[C:16]=2[CH3:22])=[CH:10][CH:9]=1.[CH3:57][O:58][C:59]1[N:64]=[C:63]([CH:65]=O)[CH:62]=[CH:61][CH:60]=1>>[Cl:55][C:50]1[CH:49]=[C:48]([CH:53]=[CH:52][C:51]=1[Cl:54])[CH2:47][O:46][C:43]1[CH:42]=[CH:41][C:40]([C@H:38]2[CH2:37][O:36][C:32]3=[CH:33][C:34]4[CH2:35][C@@H:26]([C:24]([NH:23][C@@H:6]([CH2:7][C:8]5[CH:9]=[CH:10][C:11]([O:14][C:15]6[CH:20]=[CH:19][N:18]=[C:17]([CH3:21])[C:16]=6[CH3:22])=[CH:12][CH:13]=5)[C:5]([OH:4])=[O:56])=[O:25])[N:27]([CH2:65][C:63]5[CH:62]=[CH:61][CH:60]=[C:59]([O:58][CH3:57])[N:64]=5)[CH2:28][C:29]=4[CH:30]=[C:31]3[O:39]2)=[CH:45][CH:44]=1 |f:0.1.2|. Procedure: (S)-2-({(3S,8S)-3-[4-(3,4-Dichloro-benzyloxy)-phenyl]-2,3,6,7,8,9-hexahydro-[1,4]dioxino[2,3-g]isoquinoline-8-carbonyl}-amino)-3-[4-(2,3-dimethyl-pyridin-4-yloxy)-phenyl]-propionic acid methyl ester bis hydrochloride (30 mg) was reductively aminated with 6-methoxy-pyridine-2-carbaldehyde according to General Procedure D (with excess of aldehyde). The resulting compound was hydrolyzed according to General Procedure B to give the title compound (20 mg). LCMS (m/z): 876.